Dataset: the Open Reaction Database (ORD), a public repository of structured organic reaction records. Task: describe an organic reaction: reactants, conditions, products, and yield Starting materials: S1C(=CC=C1)CN (2-thiophenemethylamine), C(C)(C)(C)OC(=O)C1=C(C=CC=C1)C1=CC=C(C=C1)CN1C(=C(C2=CC(=CC=C12)C(=O)O)C)C (1-((2′-(tert-butoxycarbonyl)biphenyl-4-yl)methyl)-2,3-dimethyl-1H-indole-5-carboxylic acid). Product: CC=1N(C2=CC=C(C=C2C1C)C(NCC=1SC=CC1)=O)CC1=CC=C(C=C1)C=1C(=CC=CC1)C(=O)O (4′-((2,3-dimethyl-5-(thiophen-2-ylmethylcarbamoyl)-1H-indol-1-yl)methyl)biphenyl-2-carboxylic acid). Reaction SMILES: [S:1]1[CH:5]=[CH:4][CH:3]=[C:2]1[CH2:6][NH2:7].C([O:12][C:13]([C:15]1[CH:20]=[CH:19][CH:18]=[CH:17][C:16]=1[C:21]1[CH:26]=[CH:25][C:24]([CH2:27][N:28]2[C:36]3[C:31](=[CH:32][C:33]([C:37](O)=[O:38])=[CH:34][CH:35]=3)[C:30]([CH3:40])=[C:29]2[CH3:41])=[CH:23][CH:22]=1)=[O:14])(C)(C)C>>[CH3:41][C:29]1[N:28]([CH2:27][C:24]2[CH:25]=[CH:26][C:21]([C:16]3[C:15]([C:13]([OH:14])=[O:12])=[CH:20][CH:19]=[CH:18][CH:17]=3)=[CH:22][CH:23]=2)[C:36]2[C:31]([C:30]=1[CH3:40])=[CH:32][C:33]([C:37](=[O:38])[NH:7][CH2:6][C:2]1[S:1][CH:5]=[CH:4][CH:3]=1)=[CH:34][CH:35]=2. Procedure details: The title compound was prepared following the same general protocol as described in Steps 8-9, Example 1, using 2-thiophenemethylamine and 1-((2′-(tert-butoxycarbonyl)biphenyl-4-yl)methyl)-2,3-dimethyl-1H-indole-5-carboxylic acid. Reactants: C(C)(C)(C)C1CCC(CC1)N1CCNCC1 (N-(4-tert-butylcyclohexyl)-piperazine), CC1(CC(CCC1)=O)C (3,3-dimethylcyclohexanone), C(#N)[BH3-].[Na+] (sodium cyanoborohydride). The reagents and catalysts are [Cl-].[Zn+2].[Cl-] (zinc(II) chloride). The product is CC1(CC(CCC1)N1CCN(CC1)C1CCC(CC1)C(C)(C)C)C (N-(3,3-dimethylcyclohexyl)-N'-(4-tert-butylcyclohexyl)-piperazine). As a reaction SMILES: [C:1]([CH:5]1[CH2:10][CH2:9][CH:8]([N:11]2[CH2:16][CH2:15][NH:14][CH2:13][CH2:12]2)[CH2:7][CH2:6]1)([CH3:4])([CH3:3])[CH3:2].[CH3:17][C:18]1([CH3:25])[CH2:23][CH2:22][CH2:21][C:20](=O)[CH2:19]1.C([BH3-])#N.[Na+]>[Cl-].[Zn+2].[Cl-]>[CH3:17][C:18]1([CH3:25])[CH2:23][CH2:22][CH2:21][CH:20]([N:14]2[CH2:15][CH2:16][N:11]([CH:8]3[CH2:7][CH2:6][CH:5]([C:1]([CH3:4])([CH3:2])[CH3:3])[CH2:10][CH2:9]3)[CH2:12][CH2:13]2)[CH2:19]1 |f:2.3,4.5.6|. Reported procedure: 5.0 g (22.3 millimoles) of N-(4-tert-butylcyclohexyl)-piperazine, 5.4 g (44.6 millimoles) of 3,3-dimethylcyclohexanone, 1.7 g (12.3 millimoles) of zinc(II) chloride and 1.6 g (24.5 millimoles) of sodium cyanoborohydride are stirred for 48 hours at 20° C. The mixture is evaporated down under reduced pressure, the residue is hydrolyzed with 1N sodium hydroxide solution and the mixture is extracted with methyl tert-butyl ether. Working up the organic extract in the usual manner gives 3.7 g (50% of ... The reactants are BrC=1C(=NC=C(C(=O)NC2=CC=C(C=C2)OC(F)(F)F)C1)N1C[C@@H](CC1)O ((R)-5-bromo-6-(3-hydroxypyrrolidin-1-yl)-N-(4-(trifluoromethoxy)phenyl)nicotinamide), FC1=NC=C(C=C1B1OC(C(O1)(C)C)(C)C)F (2,5-difluoro-3-(4,4,5,5-tetramethyl-1,3,2-dioxaborolan-2-yl)pyridine). Yields the product FC1=NC=C(C=C1C=1C(=NC=C(C1)C(=O)NC1=CC=C(C=C1)OC(F)(F)F)N1C[C@@H](CC1)O)F ((R)-2′,5′-Difluoro-2-(3-hydroxypyrrolidin-1-yl)-N-(4-(trifluoromethoxy)phenyl)-[3,3′-bipyridine]-5-carboxamide). Reaction SMILES: Br[C:2]1[C:3]([N:22]2[CH2:26][CH2:25][C@@H:24]([OH:27])[CH2:23]2)=[N:4][CH:5]=[C:6]([CH:21]=1)[C:7]([NH:9][C:10]1[CH:15]=[CH:14][C:13]([O:16][C:17]([F:20])([F:19])[F:18])=[CH:12][CH:11]=1)=[O:8].[F:28][C:29]1[C:34](B2OC(C)(C)C(C)(C)O2)=[CH:33][C:32]([F:44])=[CH:31][N:30]=1>>[F:28][C:29]1[C:34]([C:2]2[C:3]([N:22]3[CH2:26][CH2:25][C@@H:24]([OH:27])[CH2:23]3)=[N:4][CH:5]=[C:6]([C:7]([NH:9][C:10]3[CH:15]=[CH:14][C:13]([O:16][C:17]([F:20])([F:19])[F:18])=[CH:12][CH:11]=3)=[O:8])[CH:21]=2)=[CH:33][C:32]([F:44])=[CH:31][N:30]=1. Reported procedure: The title compound was prepared in an analogous fashion to that described in Example 7 using (R)-5-bromo-6-(3-hydroxypyrrolidin-1-yl)-N-(4-(trifluoromethoxy)phenyl)nicotinamide (Stage 35.1) and 2,5-difluoro-3-(4,4,5,5-tetramethyl-1,3,2-dioxaborolan-2-yl)pyridine to afford a solid. UPLC-MS (Condition 3), tR=1.05 min, m/z=481.3 [M+H]+; 1H-NMR (400 MHz, DMSO-d6), δ ppm 1.78 (br. s, 1H) 1.87 (br. s, 1H) 2.97 (br. s, 1H) 3.17-3.29 (m, 2H) 3.42 (dd, J=16.03, 7.04 Hz, 1H) 4.23 (br. s, 1H) 4.91 (br. s, ... Reactants: C1CCOC1, CC(=O)O, COc1ccc(C2OCC(C)(C)C(COC(=O)c3ccc([N+](=O)[O-])cc3)O2)cc1. Product: CC(C)(CO)C(O)COC(=O)c1ccc([N+](=O)[O-])cc1. Reaction SMILES: [CH2:30]1[O:31][CH2:32][CH2:33][CH2:34]1.[CH3:35][C:36](=[O:37])[OH:38].[N+:1](=[O:2])([O-:3])[c:4]1[cH:5][cH:6][c:7]([C:8](=[O:9])[O:10][CH2:11][CH:12]2[O:13][CH:14]([c:20]3[cH:21][cH:22][c:23]([O:24][CH3:25])[cH:26][cH:27]3)[O:15][CH2:16][C:17]2([CH3:18])[CH3:19])[cH:28][cH:29]1>>[N+:1](=[O:2])([O-:3])[c:4]1[cH:5][cH:6][c:7]([C:8](=[O:9])[O:10][CH2:11][CH:12]([OH:13])[C:17]([CH2:16][OH:15])([CH3:18])[CH3:19])[cH:28][cH:29]1.